This data is from the Open Reaction Database (ORD), a public repository of structured organic reaction records. The task is: describe an organic reaction: reactants, conditions, products, and yield Reactants: Cc1ccc(S(=O)(=O)n2c(-c3cn(C)c4ccc(C#N)cc34)cc3cccnc32)cc1, CC(C)C[AlH]CC(C)C, Cl, [Na+], C1CCOC1, [OH-]. The product is Cc1ccc(S(=O)(=O)n2c(-c3cn(C)c4ccc(C=O)cc34)cc3cccnc32)cc1. Reaction SMILES: [CH3:1][n:2]1[cH:3][c:4](-[c:13]2[cH:14][c:15]3[c:16]([n:17][cH:18][cH:19][cH:20]3)[n:21]2[S:22](=[O:23])(=[O:24])[c:25]2[cH:26][cH:27][c:28]([CH3:31])[cH:29][cH:30]2)[c:5]2[cH:6][c:7]([C:11]#[N:12])[cH:8][cH:9][c:10]12.[CH3:32][CH:33]([CH2:34][AlH:35][CH2:36][CH:37]([CH3:38])[CH3:39])[CH3:40].[ClH:41].[Na+:43].[O:44]1[CH2:45][CH2:46][CH2:47][CH2:48]1.[OH-:42]>>[CH3:1][n:2]1[cH:3][c:4](-[c:13]2[cH:14][c:15]3[c:16]([n:17][cH:18][cH:19][cH:20]3)[n:21]2[S:22](=[O:23])(=[O:24])[c:25]2[cH:26][cH:27][c:28]([CH3:31])[cH:29][cH:30]2)[c:5]2[cH:6][c:7]([CH:11]=[O:42])[cH:8][cH:9][c:10]12. Yields the product O=P(Cl)(OCc1ccccc1)OCc1ccccc1. Reactants: O=C(Cl)C(=O)Cl, ClCCl, CN(C)C=O, O=P([O-])(OCc1ccccc1)OCc1ccccc1. RXN SMILES: [Cl:20][C:21]([C:22]([Cl:23])=[O:24])=[O:25].[Cl:31][CH2:32][Cl:33].[O:26]=[CH:27][N:28]([CH3:29])[CH3:30].[P:1](=[O:2])([O:3][CH2:4][c:5]1[cH:6][cH:7][cH:8][cH:9][cH:10]1)([O:11][CH2:12][c:13]1[cH:14][cH:15][cH:16][cH:17][cH:18]1)[O-:19]>>[P:1](=[O:2])([O:3][CH2:4][c:5]1[cH:6][cH:7][cH:8][cH:9][cH:10]1)([O:11][CH2:12][c:13]1[cH:14][cH:15][cH:16][cH:17][cH:18]1)[Cl:20]. Reactants: N1C=CC2=CC(=CC=C12)C(=O)O (1H-indole-5-carboxylic acid), FC(CN)(F)F (2,2,2-trifluoroethanamine). Yields the product FC(CNC(=O)C=1C=C2C=CNC2=CC1)(F)F (N-(2,2,2-trifluoroethyl)-1H-indole-5-carboxamide). RXN SMILES: [NH:1]1[C:9]2[C:4](=[CH:5][C:6]([C:10]([OH:12])=O)=[CH:7][CH:8]=2)[CH:3]=[CH:2]1.[F:13][C:14]([F:18])([F:17])[CH2:15][NH2:16]>>[F:13][C:14]([F:18])([F:17])[CH2:15][NH:16][C:10]([C:6]1[CH:5]=[C:4]2[C:9](=[CH:8][CH:7]=1)[NH:1][CH:2]=[CH:3]2)=[O:12]. Procedure: The title compound was prepared by following the similar procedure as described in Intermediate-10 using 1H-indole-5-carboxylic acid and 2,2,2-trifluoroethanamine (0.93 g, 62%); MS: 243 (M+). Starting materials: O.[OH-].[Li+] (Lithium hydroxide monohydrate), ice, C(C)C=1C=CC(=C(C1)C=1C=NC(=NC1)N1C=C(C2=CC=C(C=C12)C(=O)OC)C(C)O)F (Methyl 1-(5-(5-ethyl-2-fluorophenyl)pyrimidin-2-yl)-3-(1-hydroxyethyl)-1H-indole-6-carboxylate). The solvent is C1CCOC1.O (THF water). Run at time 48 hour. The product is C(C)C=1C=CC(=C(C1)C=1C=NC(=NC1)N1C=C(C2=CC=C(C=C12)C(=O)O)C(C)O)F (1-(5-(5-Ethyl-2-fluorophenyl)pyrimidin-2-yl)-3-(1-hydroxyethyl)-1H-indole-6-carboxylic acid). Reaction SMILES: O.[OH-].[Li+].[CH2:4]([C:6]1[CH:7]=[CH:8][C:9]([F:34])=[C:10]([C:12]2[CH:13]=[N:14][C:15]([N:18]3[C:26]4[C:21](=[CH:22][CH:23]=[C:24]([C:27]([O:29]C)=[O:28])[CH:25]=4)[C:20]([CH:31]([OH:33])[CH3:32])=[CH:19]3)=[N:16][CH:17]=2)[CH:11]=1)[CH3:5]>C1COCC1.O>[CH2:4]([C:6]1[CH:7]=[CH:8][C:9]([F:34])=[C:10]([C:12]2[CH:17]=[N:16][C:15]([N:18]3[C:26]4[C:21](=[CH:22][CH:23]=[C:24]([C:27]([OH:29])=[O:28])[CH:25]=4)[C:20]([CH:31]([OH:33])[CH3:32])=[CH:19]3)=[N:14][CH:13]=2)[CH:11]=1)[CH3:5] |f:0.1.2,4.5|. Reported procedure: Lithium hydroxide monohydrate (33 mg, 0.786 mmol) was added to an ice-cooled suspension of 331d) (0.22 g, 0.524 mmol) in THF/water (1:1, 10 mL) and the resulting mixture was stirred at room temperature for 48 h. The THF was distilled off and the residue was diluted with water (5 mL) and acidified with saturated sodium hydrogen sulfate solution. A precipitating solid was filtered off and washed with water. Remaining humidity was removed by repeated azeotropic distillation of toluene. White solid.... The reactants are O1C(CCCC1)OCCOCCOC1=C(C=O)C=C(C=C1)C(C)(C)CC(C)(C)C (2-(2-[2-(2-tetrahydropyranyloxy)ethoxy]ethoxy)-5-t-octylbenzaldehyde), Cl (hydrochloric acid). The solvent is CO (methanol). Conditions: time 3 hour. Product: OCCOCCOC1=C(C=O)C=C(C=C1)C(C)(C)CC(C)(C)C (2-(2-[2-Hydroxyethoxy]ethoxy)-5-t-octylbenzaldehyde). As a reaction SMILES: O1CCCCC1[O:7][CH2:8][CH2:9][O:10][CH2:11][CH2:12][O:13][C:14]1[CH:21]=[CH:20][C:19]([C:22]([CH2:25][C:26]([CH3:29])([CH3:28])[CH3:27])([CH3:24])[CH3:23])=[CH:18][C:15]=1[CH:16]=[O:17].Cl>CO>[OH:7][CH2:8][CH2:9][O:10][CH2:11][CH2:12][O:13][C:14]1[CH:21]=[CH:20][C:19]([C:22]([CH2:25][C:26]([CH3:29])([CH3:28])[CH3:27])([CH3:23])[CH3:24])=[CH:18][C:15]=1[CH:16]=[O:17]. Procedure: The above benzaldehyde was dissolved in methanol (400 ml) containing 1N hydrochloric acid (50 ml) and the mixture was stirred at room temperature for 3 hours. The methanol was removed by evaporation in vacuo, and the residue was extracted with dichloromethane. The extracts were evaporated in vacuo, to give the title compound as an oil (23.6 g).